From a dataset of the Open Reaction Database (ORD), a public repository of structured organic reaction records. describe an organic reaction: reactants, conditions, products, and yield Starting materials: [bis(diphenylphosphino)ferrocene]dichloropalladium, C([O-])([O-])=O.[K+].[K+] (potassium carbonate), O (water), FC(S(=O)(=O)OC1=C2CNC(C2=C(C=C1)C=1N(C2=CC=C(C=C2C1)CN1CCCCC1)C(=O)OC(C)(C)C)=O)(F)F (4-trifluoromethanesulfonyloxy-7-[1-(tert-butoxycarbonyl)-5-(piperidinomethyl)indol-2-yl]isoindolinone), C1OC=2C=C(C=CC2O1)B(O)O (3,4-methylenedioxybenzeneboronic acid). Solvent: C(Cl)(Cl)Cl.CO.C(C)#N (chloroform methanol acetonitrile), C(OC)COC (dimethoxyethane). Product: O1COC2=C1C=CC(=C2)C2=C1CNC(C1=C(C=C2)C=2N(C1=CC=C(C=C1C2)CN2CCCCC2)C(=O)OC(C)(C)C)=O (4-(benzo[1,3]dioxol-5-yl)-7-[1-(tert-butoxycarbonyl)-5-(piperidinomethyl)indol-2-yl]isoindolinone). Isolated yield 46.6%. RXN SMILES: FC(F)(F)S(O[C:7]1[CH:15]=[CH:14][C:13]([C:16]2[N:17]([C:32]([O:34][C:35]([CH3:38])([CH3:37])[CH3:36])=[O:33])[C:18]3[C:23]([CH:24]=2)=[CH:22][C:21]([CH2:25][N:26]2[CH2:31][CH2:30][CH2:29][CH2:28][CH2:27]2)=[CH:20][CH:19]=3)=[C:12]2[C:8]=1[CH2:9][NH:10][C:11]2=[O:39])(=O)=O.[CH2:42]1[O:50][C:49]2[CH:48]=[CH:47][C:46](B(O)O)=[CH:45][C:44]=2[O:43]1.C(=O)([O-])[O-].[K+].[K+].O>C(COC)OC.C(Cl)(Cl)Cl.CO.C(#N)C>[O:43]1[C:44]2[CH:45]=[CH:46][C:47]([C:7]3[CH:15]=[CH:14][C:13]([C:16]4[N:17]([C:32]([O:34][C:35]([CH3:36])([CH3:38])[CH3:37])=[O:33])[C:18]5[C:23]([CH:24]=4)=[CH:22][C:21]([CH2:25][N:26]4[CH2:31][CH2:30][CH2:29][CH2:28][CH2:27]4)=[CH:20][CH:19]=5)=[C:12]4[C:8]=3[CH2:9][NH:10][C:11]4=[O:39])=[CH:48][C:49]=2[O:50][CH2:42]1 |f:2.3.4,7.8.9|. Reported procedure: In a similar manner to Step 1 of Example 152, 4-trifluoromethanesulfonyloxy-7-[1-(tert-butoxycarbonyl)-5-(piperidinomethyl)indol-2-yl]isoindolinone (50.0 mg, 0.0842 mmol) was dissolved in dimethoxyethane (4 mL), and the solution was treated with 3,4-methylenedioxybenzeneboronic acid (70.0 mg, 0.421 mmol). [bis(diphenylphosphino)ferrocene]dichloropalladium (13.7 mg, 0.0168 mmol), potassium carbonate (116 mg, 0.842 mmol) and water (0.060 mL), followed by purification by preparative thin-layer chro...